This data is from the Open Reaction Database (ORD), a public repository of structured organic reaction records. The task is: describe an organic reaction: reactants, conditions, products, and yield The product is CC(CNC(=O)OCc1ccc([N+](=O)[O-])cc1)SC(=S)SC1NC(=O)C1C(CO[SiH](C)C)C(C)(C)C. Reactants: CC(=O)OC1NC(=O)C1C(CO[SiH](C)C)C(C)(C)C, CC(S)CNC(=O)OCc1ccc([N+](=O)[O-])cc1, CO, CCOC(C)=O, CC(=O)O, [Na], S=C=S. As a reaction SMILES: [C:23]([O:24][CH:27]1[CH:28]([CH:32]([CH2:33][O:34][SiH:35]([CH3:36])[CH3:37])[C:38]([CH3:39])([CH3:40])[CH3:41])[C:29](=[O:31])[NH:30]1)(=[O:25])[CH3:26].[CH3:2][CH:3]([CH2:4][NH:5][C:6](=[O:7])[O:8][CH2:9][c:10]1[cH:11][cH:12][c:13]([N+:16](=[O:17])[O-:18])[cH:14][cH:15]1)[SH:19].[CH3:42][OH:43].[CH3:44][CH2:45][O:46][C:47](=[O:48])[CH3:49].[CH3:50][C:51](=[O:52])[OH:53].[Na:1].[S:20]=[C:21]=[S:22]>>[CH3:2][CH:3]([CH2:4][NH:5][C:6](=[O:7])[O:8][CH2:9][c:10]1[cH:11][cH:12][c:13]([N+:16](=[O:17])[O-:18])[cH:14][cH:15]1)[S:19][C:21]([S:20][CH:27]1[CH:28]([CH:32]([CH2:33][O:34][SiH:35]([CH3:36])[CH3:37])[C:38]([CH3:39])([CH3:40])[CH3:41])[C:29](=[O:31])[NH:30]1)=[S:22]. The reactants are Cc1ccc2c(ncn2Cc2ccncc2)c1N, ClCCl, Cc1ccc(N=C=O)cc1C(F)(F)F. Yields the product Cc1ccc(NC(=O)Nc2c(C)ccc3c2ncn3Cc2ccncc2)cc1C(F)(F)F. RXN SMILES: [CH3:1][c:2]1[c:3]([NH2:18])[c:4]2[c:5]([n:6]([CH2:9][c:10]3[cH:11][cH:12][n:13][cH:14][cH:15]3)[cH:7][n:8]2)[cH:16][cH:17]1.[Cl:33][CH2:34][Cl:35].[N:19](=[C:20]=[O:21])[c:22]1[cH:23][c:24]([C:29]([F:30])([F:31])[F:32])[c:25]([CH3:28])[cH:26][cH:27]1>>[CH3:1][c:2]1[c:3]([NH:18][C:20]([NH:19][c:22]2[cH:23][c:24]([C:29]([F:30])([F:31])[F:32])[c:25]([CH3:28])[cH:26][cH:27]2)=[O:21])[c:4]2[c:5]([n:6]([CH2:9][c:10]3[cH:11][cH:12][n:13][cH:14][cH:15]3)[cH:7][n:8]2)[cH:16][cH:17]1.